This data is from the Open Reaction Database (ORD), a public repository of structured organic reaction records. The task is: describe an organic reaction: reactants, conditions, products, and yield Reactants: Nc1ncnc2[nH]c(Sc3cc4c(cc3Br)OCO4)nc12, BrCCCc1ccccc1. The product is Nc1ncnc2c1nc(Sc1cc3c(cc1Br)OCO3)n2CCCc1ccccc1. As a reaction SMILES: [Br:1][c:2]1[c:3]([S:11][c:12]2[nH:13][c:14]3[n:15][cH:16][n:17][c:18]([NH2:21])[c:19]3[n:20]2)[cH:4][c:5]2[c:6]([cH:10]1)[O:7][CH2:8][O:9]2.[Br:22][CH2:23][CH2:24][CH2:25][c:26]1[cH:27][cH:28][cH:29][cH:30][cH:31]1>>[Br:1][c:2]1[c:3]([S:11][c:12]2[n:13]([CH2:23][CH2:24][CH2:25][c:26]3[cH:27][cH:28][cH:29][cH:30][cH:31]3)[c:14]3[n:15][cH:16][n:17][c:18]([NH2:21])[c:19]3[n:20]2)[cH:4][c:5]2[c:6]([cH:10]1)[O:7][CH2:8][O:9]2. Starting materials: CCC(O)(CC)COc1ccc(C(CC)(CC)c2cc(C)c(C(=O)NCC(=O)OC)s2)cc1C, CO, Cl, [Na+], [OH-], O. The product is CCC(O)(CC)COc1ccc(C(CC)(CC)c2cc(C)c(C(=O)NCC(=O)O)s2)cc1C. RXN SMILES: [CH3:1][O:2][C:3]([CH2:4][NH:5][C:6](=[O:7])[c:8]1[s:9][c:10]([C:14]([CH2:15][CH3:16])([c:17]2[cH:18][c:19]([CH3:31])[c:20]([O:23][CH2:24][C:25]([CH2:26][CH3:27])([OH:28])[CH2:29][CH3:30])[cH:21][cH:22]2)[CH2:32][CH3:33])[cH:11][c:12]1[CH3:13])=[O:34].[CH3:38][OH:39].[ClH:37].[Na+:36].[OH-:35].[OH2:40]>>[O:2]=[C:3]([CH2:4][NH:5][C:6](=[O:7])[c:8]1[s:9][c:10]([C:14]([CH2:15][CH3:16])([c:17]2[cH:18][c:19]([CH3:31])[c:20]([O:23][CH2:24][C:25]([CH2:26][CH3:27])([OH:28])[CH2:29][CH3:30])[cH:21][cH:22]2)[CH2:32][CH3:33])[cH:11][c:12]1[CH3:13])[OH:34]. Starting materials: CCO, [Cl-], O=C(Nc1nc2ccc(Oc3ccc([N+](=O)[O-])cc3F)cn2n1)C1CC1, [Fe], [NH4+], O. Product: Nc1ccc(Oc2ccc3nc(NC(=O)C4CC4)nn3c2)c(F)c1. As a reaction SMILES: [CH3:29][CH2:30][OH:31].[Cl-:27].[F:1][c:2]1[c:3]([O:4][c:5]2[cH:6][cH:7][c:8]3[n:9]([cH:10]2)[n:11][c:12]([NH:14][C:15](=[O:16])[CH:17]2[CH2:18][CH2:19]2)[n:13]3)[cH:20][cH:21][c:22]([N+:24]([O-:25])=[O:26])[cH:23]1.[Fe:33].[NH4+:28].[OH2:32]>>[F:1][c:2]1[c:3]([O:4][c:5]2[cH:6][cH:7][c:8]3[n:9]([cH:10]2)[n:11][c:12]([NH:14][C:15](=[O:16])[CH:17]2[CH2:18][CH2:19]2)[n:13]3)[cH:20][cH:21][c:22]([NH2:24])[cH:23]1. Reactants: CP(OC)(OC)=O (Dimethyl methylphosphonate), C(CCC)[Li] (n-butyl lithium), CCCCCC (hexane), O(C1=CC=CC=C1)CC(=O)OC (methyl phenoxyacetate). The solvent is C1CCOC1 (THF), C(C)(=O)O (acetic acid), C1CCOC1 (THF). Reaction conditions: temperature -78 celsius, time 30 minute. The product is O=C(CP(OC)(OC)=O)COC1=CC=CC=C1 (dimethyl 2-oxo-3-phenoxypropylphosphonate). The yield is 82608.7%. Reaction SMILES: [CH3:1][P:2](=[O:7])([O:5][CH3:6])[O:3][CH3:4].C([Li])CCC.CCCCCC.[O:19]([CH2:26][C:27](OC)=[O:28])[C:20]1[CH:25]=[CH:24][CH:23]=[CH:22][CH:21]=1>C1COCC1.C(O)(=O)C>[O:28]=[C:27]([CH2:26][O:19][C:20]1[CH:25]=[CH:24][CH:23]=[CH:22][CH:21]=1)[CH2:1][P:2](=[O:7])([O:5][CH3:6])[O:3][CH3:4]. Procedure details: Dimethyl methylphosphonate (18 ml, 0.166 mol) was addded to anhydrous THF (150 ml) under argon atmosphere and cooled to -78° C. After 20 min. a solution of n-butyl lithium in hexane (1.59N, 108.8 ml, 0.173 mmol) was added to the mixture. After being stirred for 30 min. a solution of methyl phenoxyacetate (10 ml, 0.069 mmol) in 10 ml of anhydrous THF was added, and the reaction mixture was stirred successively for 30 min. at -78° C. and for 30 min. at room temperature, and acidified with acetic a...